This data is from the Open Reaction Database (ORD), a public repository of structured organic reaction records. The task is: describe an organic reaction: reactants, conditions, products, and yield The reactants are C1(=CC=CC=C1)C1=NNC2=CC=C(C=C12)Br (3-phenyl-5-bromoindazole), Cl.CN(C)CCCCl (dimethylaminopropyl chloride hydrochloride). Product: Cl.C1(=CC=CC=C1)C1=NNC2=CC=C(C=C12)Br (3-phenyl-5-bromoindazole hydrochloride). RXN SMILES: [C:1]1([C:7]2[C:15]3[C:10](=[CH:11][CH:12]=[C:13]([Br:16])[CH:14]=3)[NH:9][N:8]=2)[CH:6]=[CH:5][CH:4]=[CH:3][CH:2]=1.Cl.CN(CCC[Cl:24])C>>[ClH:24].[C:1]1([C:7]2[C:15]3[C:10](=[CH:11][CH:12]=[C:13]([Br:16])[CH:14]=3)[NH:9][N:8]=2)[CH:2]=[CH:3][CH:4]=[CH:5][CH:6]=1 |f:1.2,3.4|. Reported procedure: By the procedure similar to that described in Example 1, 3-phenyl-5-bromoindazole (4.10 g) and dimethylaminopropyl chloride hydrochloride (3.56 g) were treated to obtain 4.0 g of 1-dimethylaminopropyl)-3-phenyl-5-bromoindazole hydrochloride (m.p. 149°-150° C). Starting materials: CO, COc1ccc(Cn2c(=O)ccn(C3OC(C(O)C(NCCCNC(=O)C(CC(C)C)NC(=O)OCc4ccccc4)C(=O)OC(C)(C)C)C(O)C3O)c2=O)cc1. The product is COc1ccc(Cn2c(=O)ccn(C3OC(C(O)C(NCCCNC(=O)C(N)CC(C)C)C(=O)OC(C)(C)C)C(O)C3O)c2=O)cc1. RXN SMILES: [CH3:58][OH:59].[OH:1][CH:2]1[CH:3]([CH:25]([CH:26]([NH:27][CH2:28][CH2:29][CH2:30][NH:31][C:32]([CH:33]([NH:34][C:35](=[O:36])[O:37][CH2:38][c:39]2[cH:40][cH:41][cH:42][cH:43][cH:44]2)[CH2:45][CH:46]([CH3:47])[CH3:48])=[O:49])[C:50](=[O:51])[O:52][C:53]([CH3:54])([CH3:55])[CH3:56])[OH:57])[O:4][CH:5]([n:8]2[c:9](=[O:24])[n:10]([CH2:15][c:16]3[cH:17][cH:18][c:19]([O:22][CH3:23])[cH:20][cH:21]3)[c:11](=[O:14])[cH:12][cH:13]2)[CH:6]1[OH:7]>>[OH:1][CH:2]1[CH:3]([CH:25]([CH:26]([NH:27][CH2:28][CH2:29][CH2:30][NH:31][C:32]([CH:33]([NH2:34])[CH2:45][CH:46]([CH3:47])[CH3:48])=[O:49])[C:50](=[O:51])[O:52][C:53]([CH3:54])([CH3:55])[CH3:56])[OH:57])[O:4][CH:5]([n:8]2[c:9](=[O:24])[n:10]([CH2:15][c:16]3[cH:17][cH:18][c:19]([O:22][CH3:23])[cH:20][cH:21]3)[c:11](=[O:14])[cH:12][cH:13]2)[CH:6]1[OH:7]. The reactants are [OH-].[Na+] (sodium hydroxide), Cl (hydrochloric acid), C(CCC)OCCOC1=CC=C(C=C1)C=1C=CC2=C(C=C(CCN2CC2=NN=NN2C)C(=O)OC)C1 (methyl 7-[4-(2-butoxyethoxy)phenyl]-1-(1-methyltetrazol-5-ylmethyl)-2,3-dihydro-1-benzazepine-4-carboxylate). Solvent: C1CCOC1 (THF), CO (methanol). Run at time 14 hour. Product: C(CCC)OCCOC1=CC=C(C=C1)C=1C=CC2=C(C=C(CCN2CC2=NN=NN2C)C(=O)O)C1 (7-[4-(2-butoxyethoxy)phenyl]-1-(1-methyltetrazol-5-ylmethyl)-2,3-dihydro-1-benzazepine-4-carboxylic acid). The yield is 80.4%. Reaction SMILES: [CH2:1]([O:5][CH2:6][CH2:7][O:8][C:9]1[CH:14]=[CH:13][C:12]([C:15]2[CH:16]=[CH:17][C:18]3[N:24]([CH2:25][C:26]4[N:30]([CH3:31])[N:29]=[N:28][N:27]=4)[CH2:23][CH2:22][C:21]([C:32]([O:34]C)=[O:33])=[CH:20][C:19]=3[CH:36]=2)=[CH:11][CH:10]=1)[CH2:2][CH2:3][CH3:4].[OH-].[Na+].Cl>C1COCC1.CO>[CH2:1]([O:5][CH2:6][CH2:7][O:8][C:9]1[CH:14]=[CH:13][C:12]([C:15]2[CH:16]=[CH:17][C:18]3[N:24]([CH2:25][C:26]4[N:30]([CH3:31])[N:29]=[N:28][N:27]=4)[CH2:23][CH2:22][C:21]([C:32]([OH:34])=[O:33])=[CH:20][C:19]=3[CH:36]=2)=[CH:11][CH:10]=1)[CH2:2][CH2:3][CH3:4] |f:1.2|. Reported procedure: In THF (6.4 ml)/methanol (3.2 ml) was dissolved methyl 7-[4-(2-butoxyethoxy)phenyl]-1-(1-methyltetrazol-5-ylmethyl)-2,3-dihydro-1-benzazepine-4-carboxylate (0.32 g). To the solution was added 1N sodium hydroxide solution (3.2 ml), and the mixture was stirred at room temperature for 14 hours. pH was adjusted to approximate 4 with 1N hydrochloric acid, and the solvent was concentrated to half under reduced pressure. The concentrated material was extracted with ethyl acetate/THF, and the extract wa... Reactants: C(C)C1C(CC(C(C(OC(C2CCCCN2C(C(C2(C(CC(C(C(CC(CC(=C1)C)C)OC)O2)OC)C)O)=O)=O)=O)C(=CC2CC(C(CC2)O)OC)C)C)O[Si](C)(C)C(C)(C)C)=O (17-ethyl-1-hydroxy-14-(tert-butyldimethylsiloxy)-12-[2'-(4"-hydroxy-3"-methoxycyclohexyl)-1'-methylvinyl]-23,25-dimethoxy-13,19,21,27-tetramethyl-11,28-dioxa-4 -azatricyclo [22.3.1.04,9 ]octacos-18-ene-2,3,10,16-tetraone), O([Si](C)(C)C(C)(C)C)CC=1C=C(CN=C(C(Cl)(Cl)Cl)[O-])C=CC1 (m-(tert-butyldimethylsiloxymethyl)-benzyltrichloroacetimidate), FC(S(=O)(=O)O)(F)F (Trifluoromethanesulfonic acid). Product: C(C)C1C(CC(C(C(OC(C2CCCCN2C(C(C2(C(CC(C(C(CC(CC(=C1)C)C)OC)O2)OC)C)O)=O)=O)=O)C(=CC2CC(C(CC2)OCC2=CC(=CC=C2)CO[Si](C)(C)C(C)(C)C)OC)C)C)O[Si](C)(C)C(C)(C)C)=O (17-Ethyl-1-hydroxy-14-(tert-butyldimethylsiloxy)-12-[2'-(4"-(m-(tert-butyldimethylsiloxymethyl)benzyloxy)-3"-methoxycyclohexyl)-1'-methylvinyl]-23,25-dimethoxy-13,19,21,27-tetramethyl-11,28-dioxa-4-azatricyclo-[22.3.1.04,9 ]octacos-18-ene-2,3,10,16-tetraone). Reaction SMILES: [CH2:1]([CH:3]1[CH:29]=[C:28]([CH3:30])[CH2:27][CH:26]([CH3:31])[CH2:25][CH:24]([O:32][CH3:33])[CH:23]2[O:34][C:19]([OH:38])([CH:20]([CH3:37])[CH2:21][CH:22]2[O:35][CH3:36])[C:18](=[O:39])[C:17](=[O:40])[N:16]2[CH:11]([CH2:12][CH2:13][CH2:14][CH2:15]2)[C:10](=[O:41])[O:9][CH:8]([C:42]([CH3:53])=[CH:43][CH:44]2[CH2:49][CH2:48][CH:47]([OH:50])[CH:46]([O:51][CH3:52])[CH2:45]2)[CH:7]([CH3:54])[CH:6]([O:55][Si:56]([C:59]([CH3:62])([CH3:61])[CH3:60])([CH3:58])[CH3:57])[CH2:5][C:4]1=[O:63])[CH3:2].[O:64]([CH2:72][C:73]1[CH:74]=[C:75]([CH:84]=[CH:85][CH:86]=1)[CH2:76]N=C([O-])C(Cl)(Cl)Cl)[Si:65]([C:68]([CH3:71])([CH3:70])[CH3:69])([CH3:67])[CH3:66].FC(F)(F)S(O)(=O)=O>>[CH2:1]([CH:3]1[CH:29]=[C:28]([CH3:30])[CH2:27][CH:26]([CH3:31])[CH2:25][CH:24]([O:32][CH3:33])[CH:23]2[O:34][C:19]([OH:38])([CH:20]([CH3:37])[CH2:21][CH:22]2[O:35][CH3:36])[C:18](=[O:39])[C:17](=[O:40])[N:16]2[CH:11]([CH2:12][CH2:13][CH2:14][CH2:15]2)[C:10](=[O:41])[O:9][CH:8]([C:42]([CH3:53])=[CH:43][CH:44]2[CH2:49][CH2:48][CH:47]([O:50][CH2:76][C:75]3[CH:84]=[CH:85][CH:86]=[C:73]([CH2:72][O:64][Si:65]([C:68]([CH3:71])([CH3:70])[CH3:69])([CH3:67])[CH3:66])[CH:74]=3)[CH:46]([O:51][CH3:52])[CH2:45]2)[CH:7]([CH3:54])[CH:6]([O:55][Si:56]([C:59]([CH3:60])([CH3:61])[CH3:62])([CH3:58])[CH3:57])[CH2:5][C:4]1=[O:63])[CH3:2]. Procedure details: To a solution of 17-ethyl-1-hydroxy-14-(tert-butyldimethylsiloxy)-12-[2'-(4"-hydroxy-3"-methoxycyclohexyl)-1'-methylvinyl]-23,25-dimethoxy-13,19,21,27-tetramethyl-11,28-dioxa-4 -azatricyclo [22.3.1.04,9 ]octacos-18-ene-2,3,10,16-tetraone (230 mg in 3 ml 33% methylene chloride in cyclohexane) was added m-(tert-butyldimethylsiloxymethyl)-benzyltrichloroacetimidate (198 μl neat) and the reagents allowed to mix for 5 minutes. Trifluoromethanesulfonic acid (4.5 μl neat) was added slowly via syringe a... Starting materials: CC1C2CC3C=CC2(C(CC1)(C3(C)C)O)C (4,8,11,11-Tetramethyltricyclo[5.3.1.03,8 ]undec-9-en-7-ol). Reagents/catalysts: O=[Pt]=O (PtO2). Product: CC1C2CC3CCC2(C(CC1)(C3(C)C)O)C (4,8,11,11-Tetramethyltricyclo[5.3.1.03,8 ]undecan-7-ol). As a reaction SMILES: [CH3:1][CH:2]1[CH2:11][CH2:10][C:9]2([OH:15])[C:12]([CH3:14])([CH3:13])[CH:5]3[CH:6]=[CH:7][C:8]2([CH3:16])[CH:3]1[CH2:4]3>O=[Pt]=O>[CH3:1][CH:2]1[CH2:11][CH2:10][C:9]2([OH:15])[C:12]([CH3:14])([CH3:13])[CH:5]3[CH2:6][CH2:7][C:8]2([CH3:16])[CH:3]1[CH2:4]3. Procedure: 4,8,11,11-Tetramethyltricyclo[5.3.1.03,8 ]undec-9-en-7-ol, prepared according to the process described in Example 1, was catalytically hydrogenated in the presence of PtO2, in accordance with the process described by G. Buchi et al, J. Am. Chem. Soc., 83, 927 (1961). The product obtained was in all respects identical to that prepared by the cited authors. Starting materials: Cl.CC(=O)C1=NC(=NC(=C1C1=CC=C(C=C1)Cl)N)N ([2,6-diamino-5-(p-chlorophenyl)-4-pyrimidinyl] methyl ketone, hydrochloride). The solvent is O (water). The product is CC(=O)C1=NC(=NC(=C1C1=CC=C(C=C1)Cl)N)N ([2,6-Diamino-5-(p-Chlorophenyl)-4-Pyrimidinyl] Methyl Ketone). Reaction SMILES: Cl.[CH3:2][C:3]([C:5]1[C:10]([C:11]2[CH:16]=[CH:15][C:14]([Cl:17])=[CH:13][CH:12]=2)=[C:9]([NH2:18])[N:8]=[C:7]([NH2:19])[N:6]=1)=[O:4]>O>[CH3:2][C:3]([C:5]1[C:10]([C:11]2[CH:12]=[CH:13][C:14]([Cl:17])=[CH:15][CH:16]=2)=[C:9]([NH2:18])[N:8]=[C:7]([NH2:19])[N:6]=1)=[O:4] |f:0.1|. Procedure: A sample of [2,6-diamino-5-(p-chlorophenyl)-4-pyrimidinyl] methyl ketone, hydrochloride was dissolved in water and then precipitated with concentrated NH4OH to give the title compound, m.p. 206°-208°. The reactants are O=C(c1ncc[nH]1)c1ncc[nH]1, CC#N, COc1cc(N)c(CCNCCCN(C)CCCSc2ccccc2)cc1OC. The product is COc1cc2c(cc1OC)NC(=O)N(CCCN(C)CCCSc1ccccc1)CC2. As a reaction SMILES: [C:30](=[O:31])([c:32]1[nH:33][cH:34][cH:35][n:36]1)[c:37]1[nH:38][cH:39][cH:40][n:41]1.[CH3:42][C:43]#[N:44].[NH2:1][c:2]1[c:3]([CH2:12][CH2:13][NH:14][CH2:15][CH2:16][CH2:17][N:18]([CH2:19][CH2:20][CH2:21][S:22][c:23]2[cH:24][cH:25][cH:26][cH:27][cH:28]2)[CH3:29])[cH:4][c:5]([O:10][CH3:11])[c:6]([O:8][CH3:9])[cH:7]1>>[NH:1]1[c:2]2[c:3]([cH:4][c:5]([O:10][CH3:11])[c:6]([O:8][CH3:9])[cH:7]2)[CH2:12][CH2:13][N:14]([CH2:15][CH2:16][CH2:17][N:18]([CH2:19][CH2:20][CH2:21][S:22][c:23]2[cH:24][cH:25][cH:26][cH:27][cH:28]2)[CH3:29])[C:30]1=[O:31]. Starting materials: ClC1=CC=C(C=C1)N1N=C(C=C1)OC1=NC=CC=C1C(C(=O)OC)=O (methyl [2-(1-(4-chlorophenyl)-3-pyrazolyloxy)pyridin-3-yl]glyoxylate), N1=CC=CC=C1 (pyridine), Cl.CON (O-methylhydroxylamine hydrochloride). Run in CO (methanol). Reaction conditions: time 1.5 hour. Product: CON=C(C(=O)OC)C=1C(=NC=CC1)OC1=NN(C=C1)C1=CC=C(C=C1)Cl (Methyl methoxyimino-[2-(1-(4-chlorophenyl)-3-pyrazolyloxy)pyridin-3-yl]acetate). Yield: 42.5%. As a reaction SMILES: [Cl:1][C:2]1[CH:7]=[CH:6][C:5]([N:8]2[CH:12]=[CH:11][C:10]([O:13][C:14]3[C:19]([C:20](=O)[C:21]([O:23][CH3:24])=[O:22])=[CH:18][CH:17]=[CH:16][N:15]=3)=[N:9]2)=[CH:4][CH:3]=1.N1C=CC=CC=1.Cl.[CH3:33][O:34][NH2:35]>CO>[CH3:33][O:34][N:35]=[C:20]([C:19]1[C:14]([O:13][C:10]2[CH:11]=[CH:12][N:8]([C:5]3[CH:6]=[CH:7][C:2]([Cl:1])=[CH:3][CH:4]=3)[N:9]=2)=[N:15][CH:16]=[CH:17][CH:18]=1)[C:21]([O:23][CH3:24])=[O:22] |f:2.3|. Reported procedure: A mixture of 2.7 g (7.3 mmol) of methyl [2-(1-(4-chlorophenyl)-3-pyrazolyloxy)pyridin-3-yl]glyoxylate (Example 1a.), 1.16 g of pyridine and 25 ml of methanol were admixed with 0.67 g (8.0 mmol) of O-methylhydroxylamine hydrochloride, and the mixture was stirred at room temperature for 1.5 hours. The resulting precipitate was separated off and washed with ice-cold methanol. The residue was freed from the solvent under reduced pressure. 1.2 g (42%) of the title compound were obtained as a white so... Yields the product Cc1nc(-c2ccccn2)ncc1C(=O)Nn1ccc2cc(F)cnc21. As a reaction SMILES: [C:33](=[O:34])([O-:35])[O-:36].[CH3:1][c:2]1[n:3][c:4](-[c:11]2[n:12][cH:13][cH:14][cH:15][cH:16]2)[n:5][cH:6][c:7]1[C:8](=[O:9])[OH:10].[F:17][c:18]1[cH:19][c:20]2[c:21]([n:22][cH:23]1)[n:24]([NH2:27])[cH:25][cH:26]2.[Na+:37].[Na+:38].[O:28]=[CH:29][N:30]([CH3:31])[CH3:32]>>[CH3:1][c:2]1[n:3][c:4](-[c:11]2[n:12][cH:13][cH:14][cH:15][cH:16]2)[n:5][cH:6][c:7]1[C:8](=[O:10])[NH:27][n:24]1[c:21]2[c:20]([cH:19][c:18]([F:17])[cH:23][n:22]2)[cH:26][cH:25]1. Reactants: O=C([O-])[O-], Cc1nc(-c2ccccn2)ncc1C(=O)O, Nn1ccc2cc(F)cnc21, [Na+], [Na+], CN(C)C=O. The reactants are azaquinolones, NC1=CC=C2C(CCN(C2=N1)C)C (7-Amino-1,4-dimethyl-1,2,3,4-tetrahydro-1,8-naphthyridine), FC(C(CC(=O)OCC)=O)(F)F (ethyl trifluoroacetoacetate). Yields the product O=C1C=C(C=2C(=NC=3N(CCC(C3C2)C)C)N1)C(F)(F)F (2-Oxo-6,9-dimethyl-4-trifluoromethyl-1,2,6,7,8,9-hexahydropyrido[2,3-b][ 1,8]naphthyridine). Reaction SMILES: [NH2:1][C:2]1[N:11]=[C:10]2[C:5]([CH:6]([CH3:13])[CH2:7][CH2:8][N:9]2[CH3:12])=[CH:4][CH:3]=1.[F:14][C:15]([F:25])([F:24])[C:16](=O)[CH2:17][C:18](OCC)=[O:19]>>[O:19]=[C:18]1[NH:1][C:2]2=[N:11][C:10]3[N:9]([CH3:12])[CH2:8][CH2:7][CH:6]([CH3:13])[C:5]=3[CH:4]=[C:3]2[C:16]([C:15]([F:25])([F:24])[F:14])=[CH:17]1. Reported procedure: This is a representative procedure for making azaquinolones. 7-Amino-1,4-dimethyl-1,2,3,4-tetrahydro-1,8-naphthyridine (0.9 g.) and 1.0 g. of ethyl trifluoroacetoacetate were heated at 145°-165° for 18 hours. The cooled, semisolid mass was slurried with 5 ml. of ether, filtered and washed with more ether, 1.3 g., m.p. 225°-230°, wet 200°. Other data are found in the table. 1H nmr (deuteriochloroform, 100 MHz): δ1.30 (d,3H, CH3CH, J=7 Hz), 1.74 (m, 1H, H7a or H7b), 1.89 (m, H, H7a or H7b), 2.92 (...